Dataset: the Open Reaction Database (ORD), a public repository of structured organic reaction records. Task: describe an organic reaction: reactants, conditions, products, and yield Starting materials: C12([CH2+](CC(CC1)C2(C)C)C(C(=O)OC)C)C (methyl 2-bormopropionate), BrC1=CC=CC=2C(=NC(C(NC21)=O)C)C2=CC(=CC=C2)F (9-bromo-1,3-dihydro-5-(m-fluorophenyl)-3-methyl-2H-1,4-benzodiazepin-2-one), C[O-].[Na+] (sodium methoxide), CN(C=O)C (dimethylformamide). Run in O (water), C1(=CC=CC=C1)C (toluene). Reaction conditions: time 6 hour. The product is COC(C(N1C(C(N=C(C2=C1C(=CC=C2)Br)C2=CC(=CC=C2)F)C)=O)C)=O (9-bromo-2,3-dihydro-2-oxo-5-(m-fluorophenyl)-3,α-dimethyl-1H-1,4-benzodiazepin-1-acetic acid methyl ester). RXN SMILES: [Br:1][C:2]1[C:12]2[NH:11][C:10](=[O:13])[CH:9]([CH3:14])[N:8]=[C:7]([C:15]3[CH:20]=[CH:19][CH:18]=[C:17]([F:21])[CH:16]=3)[C:6]=2[CH:5]=[CH:4][CH:3]=1.C[O-].[Na+].CN(C)C=O.C12(C)C(C)(C)C(CC1)C[CH2+:31]2[CH:39](C)[C:40]([O:42][CH3:43])=[O:41]>O.C1(C)C=CC=CC=1>[CH3:43][O:42][C:40](=[O:41])[CH:39]([CH3:31])[N:11]1[C:12]2[C:2]([Br:1])=[CH:3][CH:4]=[CH:5][C:6]=2[C:7]([C:15]2[CH:20]=[CH:19][CH:18]=[C:17]([F:21])[CH:16]=2)=[N:8][CH:9]([CH3:14])[C:10]1=[O:13] |f:1.2|. Procedure: A mixture of 0.1 mole of 9-bromo-1,3-dihydro-5-(m-fluorophenyl)-3-methyl-2H-1,4-benzodiazepin-2-one and 0.11 mole of sodium methoxide in about 200 ml. of dimethylformamide is heated at about 95° C. for about 20 minutes. To the mixture is added a solution of 0.11 mole of methyl 2-bormopropionate in about 200 ml. of toluene over a period of about 1 hour at about 95° C., and heating is continued for an additional period of about 6 hours. The reaction mixture is then evaporated in vacuo and the resi... The reactants are ClCCCBr, O=C([O-])[O-], CCOC(=O)CCC(=O)c1ccc(O)cc1, CC#N, [K+], [K+]. Yields the product CCOC(=O)CCC(=O)c1ccc(OCCCCl)cc1. Reaction SMILES: [Br:17][CH2:18][CH2:19][CH2:20][Cl:21].[C:22](=[O:23])([O-:24])[O-:25].[CH2:1]([CH3:2])[O:3][C:4]([CH2:5][CH2:6][C:7](=[O:8])[c:9]1[cH:10][cH:11][c:12]([OH:15])[cH:13][cH:14]1)=[O:16].[CH3:28][C:29]#[N:30].[K+:26].[K+:27]>>[CH2:1]([CH3:2])[O:3][C:4]([CH2:5][CH2:6][C:7](=[O:8])[c:9]1[cH:10][cH:11][c:12]([O:15][CH2:18][CH2:19][CH2:20][Cl:21])[cH:13][cH:14]1)=[O:16]. Starting materials: BrC1=C2CCN(C(C2=CC=C1)=O)CCO (5-bromo-2-(2-hydroxyethyl)-3,4-dihydroisoquinolin-1(2H)-one), [OH-].[K+] (potassium hydroxide), ICC (iodoethane), water ice, C(C)OCC (ethyl ether). Run in CS(=O)C (dimethylsulfoxide). Conditions: time 30 minute. Product: BrC1=C2CCN(C(C2=CC=C1)=O)CCOCC (5-bromo-2-(2-ethoxyethyl)-3,4-dihydroisoquinolin-1(2H)-one). Reaction SMILES: [Br:1][C:2]1[CH:11]=[CH:10][CH:9]=[C:8]2[C:3]=1[CH2:4][CH2:5][N:6]([CH2:13][CH2:14][OH:15])[C:7]2=[O:12].[OH-].[K+].I[CH2:19][CH3:20].C(OCC)C>CS(C)=O>[Br:1][C:2]1[CH:11]=[CH:10][CH:9]=[C:8]2[C:3]=1[CH2:4][CH2:5][N:6]([CH2:13][CH2:14][O:15][CH2:19][CH3:20])[C:7]2=[O:12] |f:1.2|. Reported procedure: 0.363 g of 5-bromo-2-(2-hydroxyethyl)-3,4-dihydroisoquinolin-1(2H)-one is dissolved under an inert atmosphere in 3 cm3 of dimethylsulfoxide at a temperature close to 20° C. 98 mg of finely ground potassium hydroxide are added. The reaction mixture is stirred for 30 min at a temperature close to 20° C., then 0.131 cm3 of iodoethane is introduced. The stirring is continued for 20 h at a temperature close to 20° C. 50 cm3 of a water/ice mixture and 80 cm3 of ethyl ether are added. After decanting, ...